This data is from the Open Reaction Database (ORD), a public repository of structured organic reaction records. The task is: describe an organic reaction: reactants, conditions, products, and yield The reactants are O=C(C=Cc1ccc(Cl)c(Cl)c1)N1CCC(=O)N(CCCCCCl)CC1, [I-], [Na+]. Product: O=C(C=Cc1ccc(Cl)c(Cl)c1)N1CCC(=O)N(CCCCCI)CC1. RXN SMILES: [Cl:1][CH2:2][CH2:3][CH2:4][CH2:5][CH2:6][N:7]1[CH2:8][CH2:9][N:10]([C:15]([CH:16]=[CH:17][c:18]2[cH:19][c:20]([Cl:25])[c:21]([Cl:24])[cH:22][cH:23]2)=[O:26])[CH2:11][CH2:12][C:13]1=[O:14].[I-:28].[Na+:27]>>[CH2:2]([CH2:3][CH2:4][CH2:5][CH2:6][N:7]1[CH2:8][CH2:9][N:10]([C:15]([CH:16]=[CH:17][c:18]2[cH:19][c:20]([Cl:25])[c:21]([Cl:24])[cH:22][cH:23]2)=[O:26])[CH2:11][CH2:12][C:13]1=[O:14])[I:28]. Reactants: BrC1=CC=C2C(=NN(C2=C1)C1CCCC1)CC (6-bromo-1-cyclopentyl-3-ethyl-1H-indazole), Pd(PPh3)4in, C(=O)([O-])[O-].[Na+].[Na+] (Na2CO3), S1C(=CC=C1)B(O)O (thiophene-2-boronic acid). Solvent: CO (methanol), C(C)(=O)OCC (ethyl acetate). Product: C1(CCCC1)N1N=C(C2=CC=C(C=C12)C=1SC=CC1)CC (1-Cyclopentyl-3-ethyl-6-thiophen-2-yl-1H-indazole). Isolated yield 54.9%. As a reaction SMILES: [S:1]1[CH:5]=[CH:4][CH:3]=[C:2]1B(O)O.Br[C:10]1[CH:18]=[C:17]2[C:13]([C:14]([CH2:24][CH3:25])=[N:15][N:16]2[CH:19]2[CH2:23][CH2:22][CH2:21][CH2:20]2)=[CH:12][CH:11]=1.C([O-])([O-])=O.[Na+].[Na+]>CO.C(OCC)(=O)C>[CH:19]1([N:16]2[C:17]3[C:13](=[CH:12][CH:11]=[C:10]([C:2]4[S:1][CH:5]=[CH:4][CH:3]=4)[CH:18]=3)[C:14]([CH2:24][CH3:25])=[N:15]2)[CH2:23][CH2:22][CH2:21][CH2:20]1 |f:2.3.4|. Procedure: A solution of 76 mg (0.598 mmol, 1.2 equiv) thiophene-2-boronic acid in 0.5 mL methanol was added to a room temperature suspension of 146 mg (0.498 mmol, 1.0 equiv) 6-bromo-1-cyclopentyl-3-ethyl-1H-indazole and 17 mg (0.0149 mmol, 0.03 equiv) Pd(PPh3)4in 2 mL toluene and 0.5 mL 2M aqueous Na2CO3. The mixture was heated to reflux for 4 h, then cooled to room temperature. The reaction mixture was diluted with 50 mL ethyl acetate, washed 1×10 mL each H2O, brine, and dried over MgSO4. The crude prod... The product is COCCCC1CN(C(=O)c2cccc3ccccc23)CCN1C(=O)OC(C)(C)C. RXN SMILES: [C:1]([CH3:2])([CH3:3])([CH3:4])[O:5][C:6](=[O:7])[N:8]1[CH:9]([CH2:14][CH2:15][CH2:16][O:17][CH3:18])[CH2:10][NH:11][CH2:12][CH2:13]1.[CH2:42]([Cl:43])[CH2:44][Cl:45].[ClH:46].[O:47]=[CH:48][N:49]([CH3:50])[CH3:51].[OH:19][C:20](=[O:21])[c:22]1[cH:23][cH:24][cH:25][c:26]2[cH:27][cH:28][cH:29][cH:30][c:31]12.[OH:32][n:33]1[c:34]2[c:35]([cH:36][cH:37][cH:38][cH:39]2)[n:40][n:41]1>>[C:1]([CH3:2])([CH3:3])([CH3:4])[O:5][C:6](=[O:7])[N:8]1[CH:9]([CH2:14][CH2:15][CH2:16][O:17][CH3:18])[CH2:10][N:11]([C:20](=[O:19])[c:22]2[cH:23][cH:24][cH:25][c:26]3[cH:27][cH:28][cH:29][cH:30][c:31]23)[CH2:12][CH2:13]1. The reactants are COCCCC1CNCCN1C(=O)OC(C)(C)C, ClCCCl, Cl, CN(C)C=O, O=C(O)c1cccc2ccccc12, On1nnc2ccccc21. Procedure: The title compound was synthesized in accordance with Example 75 from 4-cyano-4-(2-thienyl)-5-methylhexyl iodide and 1-[2-(6-fluoromethyl-2-pyridyloxy)ethyl]piperazine. The physico-chemical data of the compound was as below. The product is C(#N)C(CCCN1CCN(CC1)CCOC1=NC(=CC=C1)CF)(C(C)C)C=1SC=CC1 (1-[4-Cyano-4-(2-thienyl)-5-methylhexyl]-4-[2-(6-fluoromethyl-2-pyridyloxy)ethyl]piperazine). Starting materials: C(#N)C(CCCI)(C(C)C)C=1SC=CC1 (4-cyano-4-(2-thienyl)-5-methylhexyl iodide), FCC1=CC=CC(=N1)OCCN1CCNCC1 (1-[2-(6-fluoromethyl-2-pyridyloxy)ethyl]piperazine). RXN SMILES: [C:1]([C:3]([C:11]1[S:12][CH:13]=[CH:14][CH:15]=1)([CH:8]([CH3:10])[CH3:9])[CH2:4][CH2:5][CH2:6]I)#[N:2].[F:16][CH2:17][C:18]1[N:23]=[C:22]([O:24][CH2:25][CH2:26][N:27]2[CH2:32][CH2:31][NH:30][CH2:29][CH2:28]2)[CH:21]=[CH:20][CH:19]=1>>[C:1]([C:3]([C:11]1[S:12][CH:13]=[CH:14][CH:15]=1)([CH:8]([CH3:10])[CH3:9])[CH2:4][CH2:5][CH2:6][N:30]1[CH2:31][CH2:32][N:27]([CH2:26][CH2:25][O:24][C:22]2[CH:21]=[CH:20][CH:19]=[C:18]([CH2:17][F:16])[N:23]=2)[CH2:28][CH2:29]1)#[N:2].